Dataset: the Open Reaction Database (ORD), a public repository of structured organic reaction records. Task: describe an organic reaction: reactants, conditions, products, and yield Reactants: CC1=NC=CC=C1O (2-methyl-3-pyridinol), C(C)(=O)O[C@H]1[C@H](SC[C@H]([C@@H]1OC(C)=O)OC(C)=O)Br (2,3,4-tri-O-acetyl-5-thio-α-D-xylopyranosyl bromide). Reagents/catalysts: [O-2].[Zn+2] (zinc oxide), [Cl-].[Zn+2].[Cl-] (zinc chloride). Run in C1(=CC=CC=C1)C (toluene), C(C)#N (acetonitrile). Conditions: temperature 60 celsius, time 18 hour. The product is C(C)(=O)O[C@H]1[C@H](OC=2C(=NC=CC2)C)SC[C@H]([C@@H]1OC(C)=O)OC(C)=O (2-Methyl-3-Pyridinyl 2,3,4-Tri-O-Acetyl-5-Thio-β-D-Xylopyranoside), solid. The yield is 7.0%. RXN SMILES: [CH3:1][C:2]1[C:7]([OH:8])=[CH:6][CH:5]=[CH:4][N:3]=1.[C:9]([O:12][C@@H:13]1[C@@H:18]([O:19][C:20](=[O:22])[CH3:21])[C@H:17]([O:23][C:24](=[O:26])[CH3:25])[CH2:16][S:15][C@@H:14]1Br)(=[O:11])[CH3:10]>C1(C)C=CC=CC=1.C(#N)C.[O-2].[Zn+2].[Cl-].[Zn+2].[Cl-]>[C:9]([O:12][C@@H:13]1[C@@H:18]([O:19][C:20](=[O:22])[CH3:21])[C@H:17]([O:23][C:24](=[O:26])[CH3:25])[CH2:16][S:15][C@H:14]1[O:8][C:7]1[C:2]([CH3:1])=[N:3][CH:4]=[CH:5][CH:6]=1)(=[O:11])[CH3:10] |f:4.5,6.7.8|. Procedure details: 6 g (73.7 mmol) of zinc oxide, 2.6 g (19 mmol) of zinc chloride and 4 g of 4 Å molecular sieve are mixed. This mixture is desiccated perfectly and 2 g (18.3 mmol) of 2-methyl-3-pyridinol and 6.6 g (18.6 mmol) of 2,3,4-tri-O-acetyl-5-thio-α-D-xylopyranosyl bromide in 40 ml of toluene and 40 ml of acetonitrile are then added. The mixture is stirred at 60° C. for 18 hours and then filtered. The filtrate is concentrated under reduced pressure and the evaporation residue is purified by chromatography...